From a dataset of the Open Reaction Database (ORD), a public repository of structured organic reaction records. describe an organic reaction: reactants, conditions, products, and yield Starting materials: BrC1=CC(=C(C=N1)N)C=1C(=NC=C(C1)C1=CC=C(C=C1)CN1CCCCC1)F (6′-bromo-2-fluoro-5-(4-piperidin-1-ylmethylphenyl)-[3,4]bipyridinyl-3′-ylamine), C(CCC)[Sn](C1=CN=NC=C1)(CCCC)CCCC (4-(tributylstannyl)pyridazine), [Cl-].[Li+] (lithium chloride). Reagents/catalysts: [Pd].C1(=CC=CC=C1)P(C1=CC=CC=C1)C1=CC=CC=C1.C1(=CC=CC=C1)P(C1=CC=CC=C1)C1=CC=CC=C1.C1(=CC=CC=C1)P(C1=CC=CC=C1)C1=CC=CC=C1.C1(=CC=CC=C1)P(C1=CC=CC=C1)C1=CC=CC=C1 (Tetrakis(triphenylphosphine)-palladium(0)). Solvent: O1CCOCC1 (1,4-dioxane), C(Cl)Cl (DCM), CO (methanol). Reaction conditions: temperature 110 celsius. The product is N1=NC=C(C=C1)C1=CC(=C(C=N1)N)C=1C(=NC=C(C1)C1=CC=C(C=C1)CN1CCCCC1)F (6′-(Pyridazin-4-yl)-2-fluoro-5-(4-piperidin-1-ylmethylphenyl)-[3,4′]bipyridinyl-3′-ylamine). As a reaction SMILES: Br[C:2]1[N:7]=[CH:6][C:5]([NH2:8])=[C:4]([C:9]2[C:10]([F:28])=[N:11][CH:12]=[C:13]([C:15]3[CH:20]=[CH:19][C:18]([CH2:21][N:22]4[CH2:27][CH2:26][CH2:25][CH2:24][CH2:23]4)=[CH:17][CH:16]=3)[CH:14]=2)[CH:3]=1.C([Sn](CCCC)(CCCC)[C:34]1[CH:39]=[CH:38][N:37]=[N:36][CH:35]=1)CCC.[Cl-].[Li+]>O1CCOCC1.C(Cl)Cl.CO.[Pd].C1(P(C2C=CC=CC=2)C2C=CC=CC=2)C=CC=CC=1.C1(P(C2C=CC=CC=2)C2C=CC=CC=2)C=CC=CC=1.C1(P(C2C=CC=CC=2)C2C=CC=CC=2)C=CC=CC=1.C1(P(C2C=CC=CC=2)C2C=CC=CC=2)C=CC=CC=1>[N:36]1[CH:35]=[CH:34][C:39]([C:2]2[N:7]=[CH:6][C:5]([NH2:8])=[C:4]([C:9]3[C:10]([F:28])=[N:11][CH:12]=[C:13]([C:15]4[CH:20]=[CH:19][C:18]([CH2:21][N:22]5[CH2:27][CH2:26][CH2:25][CH2:24][CH2:23]5)=[CH:17][CH:16]=4)[CH:14]=3)[CH:3]=2)=[CH:38][N:37]=1 |f:2.3,7.8.9.10.11|. Reported procedure: A mixture of 6′-bromo-2-fluoro-5-(4-piperidin-1-ylmethylphenyl)-[3,4]bipyridinyl-3′-ylamine (200 mg, 0.45 mmol), 4-(tributylstannyl)pyridazine (334 mg, 0.91 mmol) and lithium chloride (192 mg, 4.5 mmol) in 1,4-dioxane (5 mL) was degassed and flushed with nitrogen. Tetrakis(triphenylphosphine)-palladium(0) (39 mg, 0.034 mmol) was added and the reaction was heated at 110° C. for 24 h. The cooled reaction mixture was diluted with DCM (20 mL) and methanol (2 mL) and washed with water (15 mL). The or... Starting materials: CI, CCOC(C)=O, [K+], [K+], O=C([O-])[O-], CN(C)C=O, O, Cc1ccc(C(=O)CCc2ccc(S)nc2)c(Nc2ccccc2)n1. The product is CSc1ccc(CCC(=O)c2ccc(C)nc2Nc2ccccc2)cn1. RXN SMILES: [CH3:26][I:27].[CH3:39][CH2:40][O:41][C:42]([CH3:43])=[O:44].[K+:28].[K+:29].[O-:30][C:31]([O-:32])=[O:33].[O:34]=[CH:35][N:36]([CH3:37])[CH3:38].[OH2:45].[SH:1][c:2]1[cH:3][cH:4][c:5]([CH2:8][CH2:9][C:10](=[O:11])[c:12]2[c:13]([NH:19][c:20]3[cH:21][cH:22][cH:23][cH:24][cH:25]3)[n:14][c:15]([CH3:18])[cH:16][cH:17]2)[cH:6][n:7]1>>[S:1]([c:2]1[cH:3][cH:4][c:5]([CH2:8][CH2:9][C:10](=[O:11])[c:12]2[c:13]([NH:19][c:20]3[cH:21][cH:22][cH:23][cH:24][cH:25]3)[n:14][c:15]([CH3:18])[cH:16][cH:17]2)[cH:6][n:7]1)[CH3:31]. Starting materials: ClC1=CC(=CC=C1)C(=O)OO (3-chloroperbenzoic acid), C(CCC)OCCOC1=CC=C(C=C1)C=1C=CC2=C(C=C(CCN2CC(C)C)C(=O)NC2=CC=C(C=C2)SCC2=NNC(N2CCC)=O)C1 (7-[4-(2-butoxyethoxy)phenyl]-1-isobutyl-N-[4-[(4-propyl-1H-1,2,4-triazol-5-on-3-yl)methylthio]phenyl]-2,3-dihydro-1H-1-benzazepine-4-carboxamide), S(=S)(=O)([O-])[O-].[Na+].[Na+] (sodium thiosulfate). Solvent: ClCCl (dichloromethane), ClCCl (dichloromethane). Reaction conditions: temperature -78 celsius, time 1 hour. Yields the product C(CCC)OCCOC1=CC=C(C=C1)C=1C=CC2=C(C=C(CCN2CC(C)C)C(=O)NC2=CC=C(C=C2)S(=O)CC2=NNC(N2CCC)=O)C1 (7-[4-(2-butoxyethoxy)phenyl]-1-isobutyl-N-[4-[(4-propyl-1H-1,2,4-triazol-5-on-3-yl)methylsulfinyl]phenyl]-2,3-dihydro-1H-1-benzazepine-4-carboxamide). The yield is 87.9%. RXN SMILES: [CH2:1]([O:5][CH2:6][CH2:7][O:8][C:9]1[CH:14]=[CH:13][C:12]([C:15]2[CH:16]=[CH:17][C:18]3[N:24]([CH2:25][CH:26]([CH3:28])[CH3:27])[CH2:23][CH2:22][C:21]([C:29]([NH:31][C:32]4[CH:37]=[CH:36][C:35]([S:38][CH2:39][C:40]5[N:44]([CH2:45][CH2:46][CH3:47])[C:43](=[O:48])[NH:42][N:41]=5)=[CH:34][CH:33]=4)=[O:30])=[CH:20][C:19]=3[CH:49]=2)=[CH:11][CH:10]=1)[CH2:2][CH2:3][CH3:4].ClC1C=CC=C(C(OO)=[O:58])C=1.S([O-])([O-])(=O)=S.[Na+].[Na+]>ClCCl>[CH2:1]([O:5][CH2:6][CH2:7][O:8][C:9]1[CH:10]=[CH:11][C:12]([C:15]2[CH:16]=[CH:17][C:18]3[N:24]([CH2:25][CH:26]([CH3:27])[CH3:28])[CH2:23][CH2:22][C:21]([C:29]([NH:31][C:32]4[CH:33]=[CH:34][C:35]([S:38]([CH2:39][C:40]5[N:44]([CH2:45][CH2:46][CH3:47])[C:43](=[O:48])[NH:42][N:41]=5)=[O:58])=[CH:36][CH:37]=4)=[O:30])=[CH:20][C:19]=3[CH:49]=2)=[CH:13][CH:14]=1)[CH2:2][CH2:3][CH3:4] |f:2.3.4|. Procedure details: 7-[4-(2-butoxyethoxy)phenyl]-1-isobutyl-N-[4-[(4-propyl-1H-1,2,4-triazol-5-on-3-yl)methylthio]phenyl]-2,3-dihydro-1H-1-benzazepine-4-carboxamide (0.50 g) was dissolved in dichloromethane (30 ml), and the mixture was cooled to −78° C. To the solution, 3-chloroperbenzoic acid (0.22 g) in dichloromethane solution (5 ml) was added dropwise. The mixture was stirred for 1 hour at −78° C., and then, sodium thiosulfate solution was added to the mixture. The mixture was concentrated, and extracted with e... Starting materials: CC(C)(C)[Si](C)(C)Cl, CN(C)c1ccncc1, ClCCl, OC(CCc1ccccn1)C(F)(F)F, c1c[nH]cn1. Product: CC(C)(C)[Si](C)(C)OC(CCc1ccccn1)C(F)(F)F. As a reaction SMILES: [C:15]([CH3:16])([CH3:17])([CH3:18])[Si:19]([CH3:20])([CH3:21])[Cl:22].[CH3:31][N:32]([CH3:33])[c:34]1[cH:35][cH:36][n:37][cH:38][cH:39]1.[Cl:28][CH2:29][Cl:30].[F:1][C:2]([CH:3]([CH2:4][CH2:5][c:6]1[n:7][cH:8][cH:9][cH:10][cH:11]1)[OH:12])([F:13])[F:14].[nH:23]1[cH:24][cH:25][n:26][cH:27]1>>[F:1][C:2]([CH:3]([CH2:4][CH2:5][c:6]1[n:7][cH:8][cH:9][cH:10][cH:11]1)[O:12][Si:19]([C:15]([CH3:16])([CH3:17])[CH3:18])([CH3:20])[CH3:21])([F:13])[F:14]. Conditions: temperature 0 celsius. Solvent: CO (methanol). Reactants: Cl (HCl), C(=O)NC1=CC(=CC=C1)C1(N=N1)C(F)(F)F (N-formyl m-[3-(trifluoromethyl)diazirine-3-yl]aniline), [OH-].[Na+] (NaOH). Reported procedure: N-formyl m-[3-(trifluoromethyl)diazirine-3-yl]aniline (120 mg) is dissolved in 3 ml of methanol. Concentrated HCl (1 ml) is added. The mixture is reacted for 10 min at ambient temperature. The reaction mixture is cooled to 0° C. in an ice bath and neutralised with NaOH (3 ml, 6N). The aqueous phase is extracted with ethyl ether (5 times 4 ml). The combined organic phase is washed with deionised water (5 ml) and dried over MgSO4. The solvent is evaporated under reduced pressure to give a yellow o... The product is FC(C1(N=N1)C=1C=C(N)C=CC1)(F)F (m-[3-(trifluoromethyl)-diazirine-3-yl]aniline). RXN SMILES: C([NH:3][C:4]1[CH:9]=[CH:8][CH:7]=[C:6]([C:10]2([C:13]([F:16])([F:15])[F:14])[N:12]=[N:11]2)[CH:5]=1)=O.Cl.[OH-].[Na+]>CO>[F:16][C:13]([F:14])([F:15])[C:10]1([C:6]2[CH:5]=[C:4]([CH:9]=[CH:8][CH:7]=2)[NH2:3])[N:11]=[N:12]1 |f:2.3|. The reactants are ClC(=C(F)F)F (Chlorotrifluoroethylene), ( 10 ), C(CCC)[Li] (n-butyl lithium), Cl[Si](C)(C)C (chlorotrimethylsilane), ( 11 ). Product: FC(=C([Si](C)(C)C)F)F (1,1,2-trifluoro-2-trimethylsilylethylene), ( 12 ). As a reaction SMILES: Cl[C:2]([F:6])=[C:3]([F:5])[F:4].C([Li])CCC.Cl[Si:13]([CH3:16])([CH3:15])[CH3:14]>>[F:4][C:3]([F:5])=[C:2]([F:6])[Si:13]([CH3:16])([CH3:15])[CH3:14]. Procedure details: Chlorotrifluoroethylene of the formula (10) is treated with n-butyl lithium and then reacted with chlorotrimethylsilane of the formula (11) to obtain 1,1,2-trifluoro-2-trimethylsilylethylene of the formula (12). Then, without isolation, this compound (12) is reacted further with a lithium compound of the formula (13) to obtain a difluoroethylene compound of the formula (14).